This data is from the Open Reaction Database (ORD), a public repository of structured organic reaction records. The task is: describe an organic reaction: reactants, conditions, products, and yield Reactants: [Ag+2], O=C([O-])[O-], CC(=O)O, Cc1ccccc1, c1ccc(SC2CC2)cc1, IC1(Sc2ccccc2)CC1, Cc1ccc(O)cn1. Product: Cc1ccc(OC2(Sc3ccccc3)CC2)cn1. Reaction SMILES: [Ag+2:45].[C:41](=[O:42])([O-:43])[O-:44].[CH3:30][C:31](=[O:32])[OH:33].[CH3:34][c:35]1[cH:36][cH:37][cH:38][cH:39][cH:40]1.[CH:20]1([S:21][c:22]2[cH:23][cH:24][cH:25][cH:26][cH:27]2)[CH2:28][CH2:29]1.[I:9][C:10]1([S:13][c:14]2[cH:15][cH:16][cH:17][cH:18][cH:19]2)[CH2:11][CH2:12]1.[OH:1][c:2]1[cH:3][cH:4][c:5]([CH3:8])[n:6][cH:7]1>>[O:1]([c:2]1[cH:3][cH:4][c:5]([CH3:8])[n:6][cH:7]1)[C:10]1([S:13][c:14]2[cH:15][cH:16][cH:17][cH:18][cH:19]2)[CH2:11][CH2:12]1. The reactants are C1CCOC1, Cn1nc(CO)c2ccccc21, COC(=O)CCC(C(N)=O)N1Cc2c(O)cccc2C1=O, CC(C)OC(=O)N=NC(=O)OC(C)C. Yields the product COC(=O)CCC(C(N)=O)N1Cc2c(OCc3nn(C)c4ccccc34)cccc2C1=O. RXN SMILES: [CH2:48]1[O:49][CH2:50][CH2:51][CH2:52]1.[CH3:36][n:37]1[n:38][c:39]([CH2:46][OH:47])[c:40]2[cH:41][cH:42][cH:43][cH:44][c:45]12.[NH2:15][C:16]([CH:17]([CH2:18][CH2:19][C:20](=[O:21])[O:22][CH3:23])[N:24]1[C:25](=[O:34])[c:26]2[cH:27][cH:28][cH:29][c:30]([OH:33])[c:31]2[CH2:32]1)=[O:35].[O:1]=[C:2]([O:3][CH:4]([CH3:5])[CH3:6])[N:7]=[N:8][C:9]([O:10][CH:11]([CH3:12])[CH3:13])=[O:14]>>[NH2:15][C:16]([CH:17]([CH2:18][CH2:19][C:20](=[O:21])[O:22][CH3:23])[N:24]1[C:25](=[O:34])[c:26]2[cH:27][cH:28][cH:29][c:30]([O:33][CH2:46][c:39]3[n:38][n:37]([CH3:36])[c:45]4[c:40]3[cH:41][cH:42][cH:43][cH:44]4)[c:31]2[CH2:32]1)=[O:35]. The reactants are COc1cc2nccc(Oc3ccc([N+](=O)[O-])cn3)c2cc1OC, CO, [Cl-], [Fe], [NH4+]. The product is COc1cc2nccc(Oc3ccc(N)cn3)c2cc1OC. As a reaction SMILES: [CH3:1][O:2][c:3]1[cH:4][c:5]2[c:6]([O:15][c:16]3[n:17][cH:18][c:19]([N+:22]([O-:23])=[O:24])[cH:20][cH:21]3)[cH:7][cH:8][n:9][c:10]2[cH:11][c:12]1[O:13][CH3:14].[CH3:27][OH:28].[Cl-:25].[Fe:29].[NH4+:26]>>[CH3:1][O:2][c:3]1[cH:4][c:5]2[c:6]([O:15][c:16]3[n:17][cH:18][c:19]([NH2:22])[cH:20][cH:21]3)[cH:7][cH:8][n:9][c:10]2[cH:11][c:12]1[O:13][CH3:14]. The reactants are [Pd](Cl)Cl.C(C)#N (acetonitrile palladium dichloride), C12C(CC=CC1)C(=O)OC2=O (4-cyclohexene-1,2-dicarboxylic acid anhydride). The solvent is CN(C=O)C (dimethyl formamide). Yields the product [Pd](Cl)Cl.C(C(C)C)OC=C (Isobutylvinyl ether palladium dichloride), [Pd](Cl)Cl.C(C)#N (acetonitrile palladium dichloride), C(=C)OCC(C)C (isobutyl vinyl ether). Reaction SMILES: [CH:1]12[C:10](=O)[O:9][C:7](=O)[CH:2]1CC=C[CH2:6]2.[Pd:12]([Cl:14])[Cl:13].[C:15](#[N:17])[CH3:16]>CN(C)C=O>[Pd:12]([Cl:14])[Cl:13].[CH2:10]([O:9][CH:7]=[CH2:2])[CH:1]([CH3:6])[CH3:15].[Pd:12]([Cl:14])[Cl:13].[C:15](#[N:17])[CH3:16].[CH:7]([O:9][CH2:10][CH:1]([CH3:6])[CH3:15])=[CH2:2] |f:1.2,4.5,6.7|. Procedure details: 4-cyclohexene-1,2-dicarboxylic acid anhydride is dissolved in three times its quantity of dimethyl formamide. Its equimolar quantity of acetonitrile palladium dichloride is added at 40° C. in the course of 2 hours. Dimethyl formamide and acetonitrile are distilled off at 45° C./25 mbar. A brownish solid with a melting point of 53°-54° C. is obtained in a 90% yield. Isobutylvinyl ether palladium dichloride is obtained in analogous manner from acetonitrile palladium dichloride and isobutyl vinyl e...